Dataset: the Open Reaction Database (ORD), a public repository of structured organic reaction records. Task: describe an organic reaction: reactants, conditions, products, and yield Reactants: carboxylic acid methyl ester, O.NN (hydrazine hydrate), C(C)O (ethanol), NCC=1NC(=CC(C1)C1=CC(=CC=C1)Cl)C (2-Aminomethyl-6-methyl-4-(3'-chlorophenyl)-1,4-dihydropyridine), carboxylic acid methyl ester. Yields the product C1(C=2C(C(N1CC=1NC(=CC(C1)C1=CC(=CC=C1)Cl)C)=O)=CC=CC2)=O (2-phthalimidomethyl-6-methyl-4-(3'-chlorophenyl)-1,4-dihydropyridine). As a reaction SMILES: [NH2:1][CH2:2][C:3]1[NH:4][C:5]([CH3:16])=[CH:6][CH:7]([C:9]2[CH:14]=[CH:13][CH:12]=[C:11]([Cl:15])[CH:10]=2)[CH:8]=1.[OH2:17].NN.[CH2:20]([OH:22])[CH3:21]>>[C:3]1(=[O:17])[N:1]([CH2:2][C:3]2[NH:4][C:5]([CH3:16])=[CH:6][CH:7]([C:9]3[CH:14]=[CH:13][CH:12]=[C:11]([Cl:15])[CH:10]=3)[CH:8]=2)[C:20](=[O:22])[C:21]2=[CH:16][CH:5]=[CH:6][CH:7]=[C:8]12 |f:1.2|. Procedure: 2-Aminomethyl-6-methyl-4-(3'-chlorophenyl)-1,4-dihydropyridine -3-(carboxylic acid ethyl ester)-5-carboxylic acid methyl ester ##STR8## is obtained from 0.1 mol of 2-phthalimidomethyl-6-methyl-4-(3'-chlorophenyl)-1,4-dihydropyridine-3-(carboxylic acid ethyl ester)-5-carboxylic acid methyl ester and 22 ccs of hydrazine hydrate in 500 ccs of ethanol.